This data is from the Open Reaction Database (ORD), a public repository of structured organic reaction records. The task is: describe an organic reaction: reactants, conditions, products, and yield Reactants: ClCC1=CC=C(O1)C(=O)OC (Methyl 5-chloromethyl-2-furoate), OC1=CC=C(C=C1)CC(C)=O (4-hydroxyphenyl propan-2-one), ethylene ketal, C([O-])([O-])=O.[K+].[K+] (potassium carbonate), [I-].[K+] (potassium iodide). Solvent: CO (methanol), Cl (hydrochloric acid), CC(=O)C (acetone). Product: C(C(=O)C)C1=CC=C(OCC2=CC=C(O2)C(=O)OC)C=C1 (methyl 5-[4-acetonyl- phenoxymethyl]furan-2-carboxylate). RXN SMILES: Cl[CH2:2][C:3]1[O:7][C:6]([C:8]([O:10][CH3:11])=[O:9])=[CH:5][CH:4]=1.[OH:12][C:13]1[CH:18]=[CH:17][C:16]([CH2:19][C:20](=[O:22])[CH3:21])=[CH:15][CH:14]=1.C(=O)([O-])[O-].[K+].[K+].[I-].[K+]>CC(C)=O.CO.Cl>[CH2:19]([C:16]1[CH:15]=[CH:14][C:13]([O:12][CH2:2][C:3]2[O:7][C:6]([C:8]([O:10][CH3:11])=[O:9])=[CH:5][CH:4]=2)=[CH:18][CH:17]=1)[C:20]([CH3:21])=[O:22] |f:2.3.4,5.6|. Procedure details: Methyl 5-chloromethyl-2-furoate (4.5 g) was added to a mixture of 4-hydroxyphenyl propan-2-one, ethylene ketal (5 g) and potassium carbonate (3.56 g) in acetone (150 ml) containing a catalytic amount of potassium iodide. The reaction mixture was stirred and heated under reflux for 4 hr., cooled and filtered. The filtrate was evaporated to an oil which was purified by column chromatography on silica gel. Elution with chloroform gave a crystalline solid which was stirred at ambient temperature for... Reactants: CCOC(=O)C(Cc1ccc(OCC=C(C)c2ccc(-c3cc(Br)cc(Br)c3)cc2)cc1)OCC, [Na+], [OH-]. Yields the product CCOC(Cc1ccc(OCC=C(C)c2ccc(-c3cc(Br)cc(Br)c3)cc2)cc1)C(=O)O. RXN SMILES: [Br:1][c:2]1[cH:3][c:4](-[c:9]2[cH:10][cH:11][c:12]([C:15](=[CH:16][CH2:17][O:18][c:19]3[cH:20][cH:21][c:22]([CH2:25][CH:26]([C:27](=[O:28])[O:29][CH2:30][CH3:31])[O:32][CH2:33][CH3:34])[cH:23][cH:24]3)[CH3:35])[cH:13][cH:14]2)[cH:5][c:6]([Br:8])[cH:7]1.[Na+:37].[OH-:36]>>[Br:1][c:2]1[cH:3][c:4](-[c:9]2[cH:10][cH:11][c:12]([C:15](=[CH:16][CH2:17][O:18][c:19]3[cH:20][cH:21][c:22]([CH2:25][CH:26]([C:27](=[O:28])[OH:29])[O:32][CH2:33][CH3:34])[cH:23][cH:24]3)[CH3:35])[cH:13][cH:14]2)[cH:5][c:6]([Br:8])[cH:7]1. Starting materials: O=C([O-])[O-], COc1ccc(-c2noc3ccc(-n4c(=O)cc(C(F)(F)F)[nH]c4=O)cc23)cc1C, CI, CN(C)C=O, [K+], [K+]. Product: COc1ccc(-c2noc3ccc(-n4c(=O)cc(C(F)(F)F)n(C)c4=O)cc23)cc1C. As a reaction SMILES: [C:31](=[O:32])([O-:33])[O-:34].[CH3:1][O:2][c:3]1[cH:4][cH:5][c:6](-[c:10]2[n:11][o:12][c:13]3[c:14]2[cH:15][c:16](-[n:19]2[c:20](=[O:30])[nH:21][c:22]([C:26]([F:27])([F:28])[F:29])[cH:23][c:24]2=[O:25])[cH:17][cH:18]3)[cH:7][c:8]1[CH3:9].[CH3:37][I:38].[CH3:39][N:40]([CH3:41])[CH:42]=[O:43].[K+:35].[K+:36]>>[CH3:1][O:2][c:3]1[cH:4][cH:5][c:6](-[c:10]2[n:11][o:12][c:13]3[c:14]2[cH:15][c:16](-[n:19]2[c:20](=[O:30])[n:21]([CH3:31])[c:22]([C:26]([F:27])([F:28])[F:29])[cH:23][c:24]2=[O:25])[cH:17][cH:18]3)[cH:7][c:8]1[CH3:9]. Starting materials: [Mn](=O)(=O)(=O)[O-].[K+] (potassium permanganate), O (water), COC=1C=C2C(=C3N(C=4C=C5C(=CC4C(C13)=O)C=CC=C5)C)C=CC(O2)(C)C (6-Methoxy-3,3,14-trimethyl-7,14-dihydro-3H-benzo[b]pyrano[3,2-h]acridin-7-one). Run in CC(=O)C (acetone). Run at time 2 hour. Product: O=C1C(C(OC=2C1=C1N(C=3C=C4C(=CC3C(C1=C(C2)OC)=O)C=CC=C4)C)(C)C)O (1-Oxo-2-hydroxy-6-methoxy-3,3,14-trimethyl-2,3,7,14-tetrahydro-1H-benzo[b]pyrano[3,2-h]acridin-7-one). Reaction SMILES: [Mn]([O-])(=O)(=O)=[O:2].[K+].[CH3:7][O:8][C:9]1[CH:10]=[C:11]2[O:32][C:31]([CH3:34])([CH3:33])[CH:30]=[CH:29][C:12]2=[C:13]2[C:22]=1[C:21](=[O:23])[C:20]1[CH:19]=[C:18]3[CH:24]=[CH:25][CH:26]=[CH:27][C:17]3=[CH:16][C:15]=1[N:14]2[CH3:28].[OH2:35]>CC(C)=O>[O:35]=[C:29]1[C:12]2=[C:13]3[C:22](=[C:9]([O:8][CH3:7])[CH:10]=[C:11]2[O:32][C:31]([CH3:34])([CH3:33])[CH:30]1[OH:2])[C:21](=[O:23])[C:20]1[CH:19]=[C:18]2[CH:24]=[CH:25][CH:26]=[CH:27][C:17]2=[CH:16][C:15]=1[N:14]3[CH3:28] |f:0.1|. Reported procedure: A solution of 8.1 g of potassium permanganate diluted in 30 ml of water is slowly added at room temperature to a solution of 3.5 g of the product of Example 2 in 50 ml of acetone. After 2 hours, the solution is concentrated under reduced pressure. The residue is then mixed with silica and then chromatographed on silica gel (dichloromethane/methanol: 98/2), allowing the compound of Example 4, which is present in a small amount, to be isolated from the expected product. Starting materials: c1ccc(COc2ccc(Oc3ccncc3)cc2)cc1, C1CCOC1, CCO. The product is Oc1ccc(Oc2ccncc2)cc1. RXN SMILES: [CH2:1]([c:2]1[cH:3][cH:4][cH:5][cH:6][cH:7]1)[O:8][c:9]1[cH:10][cH:11][c:12]([O:13][c:14]2[cH:15][cH:16][n:17][cH:18][cH:19]2)[cH:20][cH:21]1.[CH2:22]1[O:23][CH2:24][CH2:25][CH2:26]1.[CH3:27][CH2:28][OH:29]>>[OH:8][c:9]1[cH:10][cH:11][c:12]([O:13][c:14]2[cH:15][cH:16][n:17][cH:18][cH:19]2)[cH:20][cH:21]1. Reactants: C1(CCCC1)C1=NC=2N=C(N(C(C2N1)=O)CCC)Cl (8-cyclopentyl-2-chloro-1-propyl-1,7-dihydro-purin-6-one), C(=O)([O-])[O-].[K+].[K+] (K2CO3), FC=1C=C(C=CC1F)O (3,4-difluoro phenol). Solvent: C(C)(=O)OCC (ethyl acetate), O (water), CN1C(CCC1)=O (N-methyl-2-pyrrolidone). Conditions: temperature 130 celsius. Product: C1(CCCC1)C1=NC=2N=C(N(C(C2N1)=O)CCC)OC1=CC(=C(C=C1)F)F (8-Cyclopentyl-2-(3,4-difluoro-phenoxy)-1-propyl-1,7-dihydro-purin-6-one). Yield: 19.0%. Reaction SMILES: [CH:1]1([C:6]2[NH:14][C:13]3[C:12](=[O:15])[N:11]([CH2:16][CH2:17][CH3:18])[C:10](Cl)=[N:9][C:8]=3[N:7]=2)[CH2:5][CH2:4][CH2:3][CH2:2]1.C([O-])([O-])=O.[K+].[K+].[F:26][C:27]1[CH:28]=[C:29]([OH:34])[CH:30]=[CH:31][C:32]=1[F:33]>CN1CCCC1=O.C(OCC)(=O)C.O>[CH:1]1([C:6]2[NH:14][C:13]3[C:12](=[O:15])[N:11]([CH2:16][CH2:17][CH3:18])[C:10]([O:34][C:29]4[CH:30]=[CH:31][C:32]([F:33])=[C:27]([F:26])[CH:28]=4)=[N:9][C:8]=3[N:7]=2)[CH2:5][CH2:4][CH2:3][CH2:2]1 |f:1.2.3|. Procedure details: To a solution of 8-cyclopentyl-2-chloro-1-propyl-1,7-dihydro-purin-6-one (0.06 g, 0.21 mmol) in N-methyl-2-pyrrolidone (0.2 ml) was added K2CO3 (0.044 g, 0.32 mmol) followed by 3,4-difluoro phenol and the reaction mixture was heated at 130° C. overnight. The reaction mixture was diluted with ethyl acetate and water. The layers were separated and ethyl acetate layer was washed with water. The ethyl acetate layer was dried over anhydrous sodium sulphate and concentrated under vacuum. The crude pro... Reactants: C(C)(=O)Cl (acetyl chloride), C(C)(=O)Cl (Acetyl chloride), NC=1C=CC=C2C=C(N=CC12)NC=1N=CC(=NC1)C#N (5-(8-aminoisoquinolin-3-ylamino)pyrazine-2-carbonitrile), C(C)(C)N(CC)C(C)C (diisopropylethylamine). Run in ClCCCl (DCE). Run at time 16 hour. Yields the product C(#N)C=1N=CC(=NC1)NC=1N=CC2=C(C=CC=C2C1)NC(C)=O (N-(3-(5-cyanopyrazin-2-ylamino)isoquinolin-8-yl)acetamide). Yield: 31.4%. As a reaction SMILES: [C:1](Cl)(=[O:3])[CH3:2].[NH2:5][C:6]1[CH:7]=[CH:8][CH:9]=[C:10]2[C:15]=1[CH:14]=[N:13][C:12]([NH:16][C:17]1[N:18]=[CH:19][C:20]([C:23]#[N:24])=[N:21][CH:22]=1)=[CH:11]2.C(N(C(C)C)CC)(C)C>ClCCCl>[C:23]([C:20]1[N:21]=[CH:22][C:17]([NH:16][C:12]2[N:13]=[CH:14][C:15]3[C:10]([CH:11]=2)=[CH:9][CH:8]=[CH:7][C:6]=3[NH:5][C:1](=[O:3])[CH3:2])=[N:18][CH:19]=1)#[N:24]. Procedure: Acetyl chloride (13 mg, 0.16 mmol) was added to a solution of 5-(8-aminoisoquinolin-3-ylamino)pyrazine-2-carbonitrile (36 mg, 0.14 mmol) and diisopropylethylamine (39 mg, 0.30 mmol) in DCE (1.5 mL). The reaction mixture stirred at room temperature for 16 hours and another portion of acetyl chloride (6.5 mg, 0.08 mmol) was added. Stirring was continued for a further 24 hours. The reaction mixture was washed once with water and the organic phase was dried (Na2SO4) and concentrated to dryness. Prep... Starting materials: BrC=1C=CC2=C(N=C(O2)C2CCN(CC2)C(=O)OC(C)C)C1 (Isopropyl 4-(5-bromobenzo[d]oxazol-2-yl)piperidine-1-carboxylate), CNC(C1=C(C=C(C=C1)B1OC(C(O1)(C)C)(C)C)C)=O (N,2-dimethyl-4-(4,4,5,5-tetramethyl-1,3,2-dioxaborolan-2-yl)benzamide). Yields the product CC=1C=C(C=CC1C(NC)=O)C=1C=CC2=C(N=C(O2)C2CCN(CC2)C(=O)OC(C)C)C1 (Isopropyl 4-{5-[3-methyl-4-(methylcarbamoyl)phenyl]benzo[d]oxazol-2-yl}piperidine-1-carboxylate). The yield is 10.1%. As a reaction SMILES: Br[C:2]1[CH:3]=[CH:4][C:5]2[O:9][C:8]([CH:10]3[CH2:15][CH2:14][N:13]([C:16]([O:18][CH:19]([CH3:21])[CH3:20])=[O:17])[CH2:12][CH2:11]3)=[N:7][C:6]=2[CH:22]=1.[CH3:23][NH:24][C:25](=[O:42])[C:26]1[CH:31]=[CH:30][C:29](B2OC(C)(C)C(C)(C)O2)=[CH:28][C:27]=1[CH3:41]>>[CH3:41][C:27]1[CH:28]=[C:29]([C:2]2[CH:3]=[CH:4][C:5]3[O:9][C:8]([CH:10]4[CH2:15][CH2:14][N:13]([C:16]([O:18][CH:19]([CH3:21])[CH3:20])=[O:17])[CH2:12][CH2:11]4)=[N:7][C:6]=3[CH:22]=2)[CH:30]=[CH:31][C:26]=1[C:25](=[O:42])[NH:24][CH3:23]. Procedure details: Following the General Procedure-3, the titled compound (30 mg) was prepared from Intermediate 13 (250 mg, 0.68 mmol) and N,2-dimethyl-4-(4,4,5,5-tetramethyl-1,3,2-dioxaborolan-2-yl)benzamide (187 mg, 0.68 mmol) as an off-white solid. M.P.: 151-154° C. MS (m/z): 436.5 [M+H]+. Starting materials: S(N)(=O)(=O)C=1C=C(C(=O)O)C=CC1 (3-sulfamoylbenzoic acid), S(=O)(Cl)Cl (thionyl chloride). The product is S(N)(=O)(=O)C=1C=C(C(=O)Cl)C=CC1 (3-Sulfamoylbenzoyl chloride). Reaction SMILES: [S:1]([C:5]1[CH:6]=[C:7]([CH:11]=[CH:12][CH:13]=1)[C:8](O)=[O:9])(=[O:4])(=[O:3])[NH2:2].S(Cl)([Cl:16])=O>>[S:1]([C:5]1[CH:6]=[C:7]([CH:11]=[CH:12][CH:13]=1)[C:8]([Cl:16])=[O:9])(=[O:4])(=[O:3])[NH2:2]. Procedure details: 10 g of ground 3-sulfamoylbenzoic acid were reacted as prescribed in Example 70b), the thionyl chloride was distilled off and the residue was crystallized under a mixture of petroleum ether and diethyl ether (1:1). Melting point: 123° C.